The task is: describe an organic reaction: reactants, conditions, products, and yield. This data is from the Open Reaction Database (ORD), a public repository of structured organic reaction records. Starting materials: solid, BrC1=CC(=CC=2C(=C3N(C12)CCNC3=O)C)C#N (6-bromo-10-methyl-1-oxo-1,2,3,4-tetrahydro-pyrazino[1,2-a]indole-8-carbonitrile), BrC1=CC(=CC=2C(=C3N(C12)CCNC3=O)C)C#N (6-bromo-10-methyl-1-oxo-1,2,3,4-tetrahydro-pyrazino[1,2-a]indole-8-carbonitrile), FC1=NC=CC(=C1)B(O)O (2-fluoro-pyridin-4-ylboronic acid). Yields the product FC1=NC=CC(=C1)C1=CC(=CC=2C(=C3N(C12)CCNC3=O)C)C#N (6-(2-Fluoro-pyridin-4-yl)-10-methyl-1-oxo-1,2,3,4-tetrahydro-pyrazino[1,2-a]indole-8-carbonitrile). RXN SMILES: Br[C:2]1[C:10]2[N:9]3[CH2:11][CH2:12][NH:13][C:14](=[O:15])[C:8]3=[C:7]([CH3:16])[C:6]=2[CH:5]=[C:4]([C:17]#[N:18])[CH:3]=1.[F:19][C:20]1[CH:25]=[C:24](B(O)O)[CH:23]=[CH:22][N:21]=1>>[F:19][C:20]1[CH:25]=[C:24]([C:2]2[C:10]3[N:9]4[CH2:11][CH2:12][NH:13][C:14](=[O:15])[C:8]4=[C:7]([CH3:16])[C:6]=3[CH:5]=[C:4]([C:17]#[N:18])[CH:3]=2)[CH:23]=[CH:22][N:21]=1. Reported procedure: The title compound, light grey solid (33 mg, 41%), MS (ISP) m/z=321.4 [(M+H)+], mp 256° C., was prepared in accordance with the general method of example 1 from 6-bromo-10-methyl-1-oxo-1,2,3,4-tetrahydro-pyrazino[1,2-a]indole-8-carbonitrile (intermediate 16) (76 mg, 0.25 mmol) and commercially available 2-fluoro-pyridin-4-ylboronic acid (45.8 mg, 0.325 mmol). The reactants are ClCC1=NOC(=C1)C1=CC=C(C=C1)C(F)(F)F (3-chloromethyl-5-(4-trifluoromethyl-phenyl)-isoxazole), COC(COC1=C2CCCC2=C(C=C1)S)=O ((7-Mercapto-indan-4-yloxy)-acetic acid methyl ester). The product is FC(C1=CC=C(C=C1)C1=CC(=NO1)CSC=1C=CC(=C2CCCC12)OCC(=O)O)(F)F ({7-[5-(4-Trifluoromethyl-phenyl)-isoxazol-3-ylmethylsulfanyl]-indan-4-yloxy}-acetic acid). Reaction SMILES: Cl[CH2:2][C:3]1[CH:7]=[C:6]([C:8]2[CH:13]=[CH:12][C:11]([C:14]([F:17])([F:16])[F:15])=[CH:10][CH:9]=2)[O:5][N:4]=1.C[O:19][C:20](=[O:33])[CH2:21][O:22][C:23]1[CH:31]=[CH:30][C:29]([SH:32])=[C:28]2[C:24]=1[CH2:25][CH2:26][CH2:27]2>>[F:15][C:14]([F:17])([F:16])[C:11]1[CH:12]=[CH:13][C:8]([C:6]2[O:5][N:4]=[C:3]([CH2:2][S:32][C:29]3[CH:30]=[CH:31][C:23]([O:22][CH2:21][C:20]([OH:33])=[O:19])=[C:24]4[C:28]=3[CH2:27][CH2:26][CH2:25]4)[CH:7]=2)=[CH:9][CH:10]=1. Procedure details: The title compound was prepared in a manner analogous to Example 1F using 42C and 12C. MS m/z 464 (M+1). The reactants are CC(C)C(NC(=O)OCc1ccccc1)C(=O)O, CN1CCOCC1, CN(C)C=O, CC(C)COC(=O)Cl, Cc1cccc(N)c1C(=O)O, C1CCOC1. Yields the product Cc1cccc(NC(=O)C(NC(=O)OCc2ccccc2)C(C)C)c1C(=O)O. Reaction SMILES: [CH2:1]([c:2]1[cH:3][cH:4][cH:5][cH:6][cH:7]1)[O:8][C:9](=[O:10])[NH:11][CH:12]([CH:13]([CH3:14])[CH3:15])[C:16](=[O:17])[OH:18].[CH3:19][N:20]1[CH2:21][CH2:22][O:23][CH2:24][CH2:25]1.[CH3:45][N:46]([CH3:47])[CH:48]=[O:49].[Cl:26][C:27]([O:28][CH2:29][CH:30]([CH3:31])[CH3:32])=[O:33].[NH2:34][c:35]1[c:36]([C:37](=[O:38])[OH:39])[c:40]([CH3:44])[cH:41][cH:42][cH:43]1.[O:50]1[CH2:51][CH2:52][CH2:53][CH2:54]1>>[CH2:1]([c:2]1[cH:3][cH:4][cH:5][cH:6][cH:7]1)[O:8][C:9](=[O:10])[NH:11][CH:12]([CH:13]([CH3:14])[CH3:15])[C:16](=[O:18])[NH:34][c:35]1[c:36]([C:37](=[O:38])[OH:39])[c:40]([CH3:44])[cH:41][cH:42][cH:43]1. The reactants are CCOC(=O)C(C)(C)Oc1ccc(OCc2cnc(-c3cccc(C(F)(F)F)c3)nc2C2CC2)cc1C, C1CCOC1, CCO, [Na+], [OH-]. Yields the product Cc1cc(OCc2cnc(-c3cccc(C(F)(F)F)c3)nc2C2CC2)ccc1OC(C)(C)C(=O)O. RXN SMILES: [CH2:1]([CH3:2])[O:3][C:4]([C:5]([CH3:6])([CH3:7])[O:8][c:9]1[c:10]([CH3:36])[cH:11][c:12]([O:15][CH2:16][c:17]2[c:18]([CH:33]3[CH2:34][CH2:35]3)[n:19][c:20](-[c:23]3[cH:24][c:25]([C:29]([F:30])([F:31])[F:32])[cH:26][cH:27][cH:28]3)[n:21][cH:22]2)[cH:13][cH:14]1)=[O:37].[CH2:40]1[O:41][CH2:42][CH2:43][CH2:44]1.[CH3:45][CH2:46][OH:47].[Na+:39].[OH-:38]>>[O:3]=[C:4]([C:5]([CH3:6])([CH3:7])[O:8][c:9]1[c:10]([CH3:36])[cH:11][c:12]([O:15][CH2:16][c:17]2[c:18]([CH:33]3[CH2:34][CH2:35]3)[n:19][c:20](-[c:23]3[cH:24][c:25]([C:29]([F:30])([F:31])[F:32])[cH:26][cH:27][cH:28]3)[n:21][cH:22]2)[cH:13][cH:14]1)[OH:37]. The reactants are O=C([O-])[O-], COc1cc2c(Cl)ncnc2cc1OCCCN1CCCCC1, [K+], [K+], [Na+], CN(C)C=O, [OH-], Oc1ccc2cccnc2c1. Yields the product COc1cc2c(Oc3ccc4cccnc4c3)ncnc2cc1OCCCN1CCCCC1. Reaction SMILES: [C:24](=[O:25])([O-:26])[O-:27].[Cl:1][c:2]1[n:3][cH:4][n:5][c:6]2[cH:7][c:8]([O:14][CH2:15][CH2:16][CH2:17][N:18]3[CH2:19][CH2:20][CH2:21][CH2:22][CH2:23]3)[c:9]([O:12][CH3:13])[cH:10][c:11]12.[K+:28].[K+:29].[Na+:42].[O:43]=[CH:44][N:45]([CH3:46])[CH3:47].[OH-:41].[OH:30][c:31]1[cH:32][cH:33][c:34]2[cH:35][cH:36][cH:37][n:38][c:39]2[cH:40]1>>[c:2]1([O:30][c:31]2[cH:32][cH:33][c:34]3[cH:35][cH:36][cH:37][n:38][c:39]3[cH:40]2)[n:3][cH:4][n:5][c:6]2[cH:7][c:8]([O:14][CH2:15][CH2:16][CH2:17][N:18]3[CH2:19][CH2:20][CH2:21][CH2:22][CH2:23]3)[c:9]([O:12][CH3:13])[cH:10][c:11]12. The reactants are C1CCOC1, CCOC(C)=O, CC(C)OC(C)C, COC(=O)Cc1c(Cl)nc(Cc2ccc(N)cc2)nc1Cl, O=C(O)c1ccc2ccccc2c1. Yields the product COC(=O)Cc1c(Cl)nc(Cc2ccc(NC(=O)c3ccc4ccccc4c3)cc2)nc1Cl. As a reaction SMILES: [CH2:48]1[O:49][CH2:50][CH2:51][CH2:52]1.[CH3:35][CH2:36][O:37][C:38]([CH3:39])=[O:40].[CH:41]([O:42][CH:43]([CH3:44])[CH3:45])([CH3:46])[CH3:47].[NH2:1][c:2]1[cH:3][cH:4][c:5]([CH2:6][c:7]2[n:8][c:9]([Cl:19])[c:10]([CH2:14][C:15](=[O:16])[O:17][CH3:18])[c:11]([Cl:13])[n:12]2)[cH:20][cH:21]1.[OH:22][C:23](=[O:24])[c:25]1[cH:26][cH:27][c:28]2[cH:29][cH:30][cH:31][cH:32][c:33]2[cH:34]1>>[NH:1]([c:2]1[cH:3][cH:4][c:5]([CH2:6][c:7]2[n:8][c:9]([Cl:19])[c:10]([CH2:14][C:15](=[O:16])[O:17][CH3:18])[c:11]([Cl:13])[n:12]2)[cH:20][cH:21]1)[C:23](=[O:22])[c:25]1[cH:26][cH:27][c:28]2[cH:29][cH:30][cH:31][cH:32][c:33]2[cH:34]1.